Dataset: the Open Reaction Database (ORD), a public repository of structured organic reaction records. Task: describe an organic reaction: reactants, conditions, products, and yield The reactants are COC=1CCCCC(N1)CC=C (3,4,5,6-tetrahydro-7-methoxy-2-(2-propenyl)-2H-azepine), [Cl-].[NH4+] (ammonium chloride). Run in CO (MeOH). Yields the product Cl.C(C=C)C1CCCCC(N1)=N (hexahydro-7-(2-propenyl)-1H-azepin-2-imine, monohydrochloride). Isolated yield 79.5%. RXN SMILES: CO[C:3]1[CH2:4][CH2:5][CH2:6][CH2:7][CH:8]([CH2:10][CH:11]=[CH2:12])[N:9]=1.[Cl-:13].[NH4+:14]>CO>[ClH:13].[CH2:10]([CH:8]1[NH:9][C:3](=[NH:14])[CH2:4][CH2:5][CH2:6][CH2:7]1)[CH:11]=[CH2:12] |f:1.2,4.5|. Procedure: The product of EXAMPLE 106 (70 mg, 0.42 mmol) in 3 mL of MeOH was reacted with ammonium chloride (21.4 mg, 0.4 mmol) by the method of EXAMPLE 27 to yield 60 mg (76%) of the title material. As a reaction SMILES: [C:1](#[N:2])[c:3]1[cH:4][c:5](-[c:10]2[cH:11][n:12][c:13]([NH:15][CH2:16][CH:17]([CH2:18][c:19]3[cH:20][cH:21][c:22]([C:25]([F:26])([F:27])[F:28])[cH:23][cH:24]3)[NH:29][C:30](=[O:31])[O:32][C:33]([CH3:34])([CH3:35])[CH3:36])[s:14]2)[cH:6][cH:7][c:8]1[F:9].[Cl:44][CH2:45][Cl:46].[F:37][C:38]([F:39])([F:40])[C:41]([OH:42])=[O:43]>>[C:1](#[N:2])[c:3]1[cH:4][c:5](-[c:10]2[cH:11][n:12][c:13]([NH:15][CH2:16][CH:17]([CH2:18][c:19]3[cH:20][cH:21][c:22]([C:25]([F:26])([F:27])[F:28])[cH:23][cH:24]3)[NH2:29])[s:14]2)[cH:6][cH:7][c:8]1[F:9]. Yields the product N#Cc1cc(-c2cnc(NCC(N)Cc3ccc(C(F)(F)F)cc3)s2)ccc1F. The reactants are CC(C)(C)OC(=O)NC(CNc1ncc(-c2ccc(F)c(C#N)c2)s1)Cc1ccc(C(F)(F)F)cc1, ClCCl, O=C(O)C(F)(F)F. Starting materials: CSC=1C=C2C=CNC2=CC1 (5-(methylsulphanyl)-indole), C(C)(C)(C)OC(=O)N1S(OCCC1(C)C)(=O)=O (N-tert-butoxycarbonyl-4,4-dimethyl-[1,2,3]oxathiazinane-2,2-dioxide), Cl (hydrochloric acid), Heterocycles, CC(C)([O-])C.[K+] (potassium-tert-butoxide). Run in CN(C)C=O (DMF). Product: C(C)(C)(C)OC(=O)NC(CCN1C=CC2=CC(=CC=C12)SC)(C)C (1-(3-tert-butoxycarbonylamino-3-methyl-butyl)-5-(methylsulphanyl)-indole). As a reaction SMILES: [CH3:1][S:2][C:3]1[CH:4]=[C:5]2[C:9](=[CH:10][CH:11]=1)[NH:8][CH:7]=[CH:6]2.CC(C)([O-])C.[K+].[C:18]([O:22][C:23]([N:25]1[C:30]([CH3:32])([CH3:31])[CH2:29][CH2:28]OS1(=O)=O)=[O:24])([CH3:21])([CH3:20])[CH3:19].Cl>CN(C=O)C>[C:18]([O:22][C:23]([NH:25][C:30]([CH3:31])([CH3:32])[CH2:29][CH2:28][N:8]1[C:9]2[C:5](=[CH:4][C:3]([S:2][CH3:1])=[CH:11][CH:10]=2)[CH:6]=[CH:7]1)=[O:24])([CH3:21])([CH3:20])[CH3:19] |f:1.2|. Procedure: Under a nitrogen atmosphere 500 mg (2.6 mmol) 5-(methylsulphanyl)-indole (Yang et al., Heterocycles, 1992, vol. 34, No. 6, page 1169-1175) are dissolved in 6 ml DMF and combined with 357 mg (3.2 mmol) potassium-tert-butoxide with stirring and cooling with ice. Then the mixture is stirred for 10 minutes at 0° C. 768 mg (2.9 mmol) N-tert-butoxycarbonyl-4,4-dimethyl-[1,2,3]oxathiazinane-2,2-dioxide (Component XI) are added. The mixture is then stirred for three hours at ambient temperature. Then th... Reactants: CCCC[N+](CCCC)(CCCC)CCCC, CO, O=C1Cc2c(ccc([N+](=O)[O-])c2F)N1, [OH-], O=Cc1ccc[nH]1. The product is O=C1Nc2ccc([N+](=O)[O-])c(F)c2C1=Cc1ccc[nH]1. RXN SMILES: [CH2:23]([N+:24]([CH2:25][CH2:26][CH2:27][CH3:28])([CH2:29][CH2:30][CH2:31][CH3:32])[CH2:33][CH2:34][CH2:35][CH3:36])[CH2:37][CH2:38][CH3:39].[CH3:40][OH:41].[F:1][c:2]1[c:3]2[c:7]([cH:8][cH:9][c:10]1[N+:11](=[O:12])[O-:13])[NH:6][C:5](=[O:14])[CH2:4]2.[OH-:22].[nH:15]1[c:16]([CH:20]=[O:21])[cH:17][cH:18][cH:19]1>>[F:1][c:2]1[c:3]2[c:7]([cH:8][cH:9][c:10]1[N+:11](=[O:12])[O-:13])[NH:6][C:5](=[O:14])[C:4]2=[CH:20][c:16]1[nH:15][cH:19][cH:18][cH:17]1. Starting materials: CCCCCCCCC=CCCCCCCCC(=O)OCC(COP(=O)(O)OCC(N)C(=O)O)OC(=O)CCCCCCCC=CCCCCCCCC, [Cl-], Cl, [K+], [Na], O. The product is CCCCCCCCC=CCCCCCCCC(=O)OCC(O)COP(=O)(O)OCC(N)C(=O)O. As a reaction SMILES: [C:2]([CH2:3][CH2:4][CH2:5][CH2:6][CH2:7][CH2:8][CH2:9][CH:10]=[CH:11][CH2:12][CH2:13][CH2:14][CH2:15][CH2:16][CH2:17][CH2:18][CH3:19])(=[O:20])[O:21][CH2:22][CH:23]([O:24][C:25](=[O:26])[CH2:27][CH2:28][CH2:29][CH2:30][CH2:31][CH2:32][CH2:33][CH:34]=[CH:35][CH2:36][CH2:37][CH2:38][CH2:39][CH2:40][CH2:41][CH2:42][CH3:43])[CH2:44][O:45][P:46](=[O:47])([OH:48])[O:49][CH2:50][CH:51]([NH2:52])[C:53](=[O:54])[OH:55].[Cl-:56].[ClH:58].[K+:57].[Na:1].[OH2:59]>>[C:2]([CH2:3][CH2:4][CH2:5][CH2:6][CH2:7][CH2:8][CH2:9][CH:10]=[CH:11][CH2:12][CH2:13][CH2:14][CH2:15][CH2:16][CH2:17][CH2:18][CH3:19])(=[O:20])[O:21][CH2:22][CH:23]([OH:24])[CH2:44][O:45][P:46](=[O:47])([OH:48])[O:49][CH2:50][CH:51]([NH2:52])[C:53](=[O:54])[OH:55]. Starting materials: ClC=1C=C(C=CC1)C(CNC(CC1=CC2=C(OC(O2)(C(=O)O)C(=O)O)C=C1)C)O (5-{2-[2-(3-chloro-phenyl)-2-hydroxy-ethylamino]-propyl}-benzo[1,3]dioxole-2,2-dicarboxylic acid), C(CCCCC)O (1-hexanol). The product is C(CCCCC)OC(=O)C1(OC2=C(O1)C=CC(=C2)CC(C)NCC(O)C2=CC(=CC=C2)Cl)C(=O)OCCCCCC (5-{2-[2-(3-Chloro-phenyl)-2-hydroxy-ethylamino]-propyl}-benzo[1,3]dioxole-2,2-dicarboxylic acid dihexyl ester), O(CC)CC.Cl (Et2O hydrochloride). RXN SMILES: [Cl:1][C:2]1[CH:3]=[C:4]([CH:8]([OH:29])[CH2:9][NH:10][CH:11]([CH3:28])[CH2:12][C:13]2[CH:27]=[CH:26][C:16]3[O:17][C:18]([C:23]([OH:25])=[O:24])([C:20]([OH:22])=[O:21])[O:19][C:15]=3[CH:14]=2)[CH:5]=[CH:6][CH:7]=1.[CH2:30](O)[CH2:31][CH2:32][CH2:33][CH2:34][CH3:35]>>[CH2:30]([O:24][C:23]([C:18]1([C:20]([O:22][CH2:4][CH2:3][CH2:2][CH2:7][CH2:6][CH3:5])=[O:21])[O:17][C:16]2[CH:26]=[CH:27][C:13]([CH2:12][CH:11]([NH:10][CH2:9][CH:8]([C:4]3[CH:5]=[CH:6][CH:7]=[C:2]([Cl:1])[CH:3]=3)[OH:29])[CH3:28])=[CH:14][C:15]=2[O:19]1)=[O:25])[CH2:31][CH2:32][CH2:33][CH2:34][CH3:35].[O:17]([CH2:18][CH3:20])[CH2:16][CH3:15].[ClH:1] |f:3.4|. Procedure: The title compound was prepared from 5-{2-[2-(3-chloro-phenyl)-2-hydroxy-ethylamino]-propyl}-benzo[1,3]dioxole-2,2-dicarboxylic acid and 1-hexanol as a white solid according to the procedure of Example 1, leaving out the final HCl(g) /Et2O hydrochloride salt forming step: 1H NMR (300 MHz, CDCl3): δ 0.75-0.90 (m, 6H), 1.00-1.41 (brm, 15H), 1.47-1.85 (m, 6H), 2.60-3.50 (brm, 5H), 4.15-4.30 (m, 4H), 5.18-5.35 (brs, 1H), 6.67-6.82 (m, 3H), 7.15-7.45 (m, 4H); MS (ES) m/z (relative intensity): Reactants: O=C([O-])[O-], CCC(C)=O, CCn1nc(C(=O)NC2CNCCN(C)C2)c2ccccc21, Cc1cccc(CCl)c1, [I-], [K+], [K+], [Na+]. The product is CCn1nc(C(=O)NC2CN(C)CCN(Cc3cccc(C)c3)C2)c2ccccc21. As a reaction SMILES: [C:23](=[O:24])([O-:25])[O-:26].[CH2:40]([C:41]([CH3:42])=[O:43])[CH3:44].[CH3:1][N:2]1[CH2:3][CH2:4][NH:5][CH2:6][CH:7]([NH:9][C:10](=[O:11])[c:12]2[n:13][n:14]([CH2:21][CH3:22])[c:15]3[cH:16][cH:17][cH:18][cH:19][c:20]23)[CH2:8]1.[CH3:31][c:32]1[cH:33][c:34]([CH2:35][Cl:36])[cH:37][cH:38][cH:39]1.[I-:30].[K+:27].[K+:28].[Na+:29]>>[CH3:1][N:2]1[CH2:3][CH2:4][N:5]([CH2:35][c:34]2[cH:33][c:32]([CH3:31])[cH:39][cH:38][cH:37]2)[CH2:6][CH:7]([NH:9][C:10](=[O:11])[c:12]2[n:13][n:14]([CH2:21][CH3:22])[c:15]3[cH:16][cH:17][cH:18][cH:19][c:20]23)[CH2:8]1. Yields the product CC(C)CC(NCCCOc1ccc(-n2c(N)c(C(=O)c3ccc(F)cc3)ccc2=O)cc1)C(=O)OC1CCCC1. Reaction SMILES: [CH:33]1([O:38][C:39]([CH:40]([NH2:41])[CH2:42][CH:43]([CH3:44])[CH3:45])=[O:46])[CH2:34][CH2:35][CH2:36][CH2:37]1.[NH2:1][c:2]1[c:3]([C:24]([c:25]2[cH:26][cH:27][c:28]([F:31])[cH:29][cH:30]2)=[O:32])[cH:4][cH:5][c:6](=[O:23])[n:7]1-[c:8]1[cH:9][cH:10][c:11]([O:12][CH2:13][CH2:14][CH2:15][O:16][S:17]([CH3:18])(=[O:19])=[O:20])[cH:21][cH:22]1>>[NH2:1][c:2]1[c:3]([C:24]([c:25]2[cH:26][cH:27][c:28]([F:31])[cH:29][cH:30]2)=[O:32])[cH:4][cH:5][c:6](=[O:23])[n:7]1-[c:8]1[cH:9][cH:10][c:11]([O:12][CH2:13][CH2:14][CH2:15][NH:41][CH:40]([C:39]([O:38][CH:33]2[CH2:34][CH2:35][CH2:36][CH2:37]2)=[O:46])[CH2:42][CH:43]([CH3:44])[CH3:45])[cH:21][cH:22]1. Starting materials: CC(C)CC(N)C(=O)OC1CCCC1, CS(=O)(=O)OCCCOc1ccc(-n2c(N)c(C(=O)c3ccc(F)cc3)ccc2=O)cc1. Reactants: N1N=CC(=C1)C=1C2=C(N=CN1)N(C=C2)COCC[Si](C)(C)C (4-(1H-pyrazol-4-yl)-7-[2-(trimethylsilyl)ethoxy]methyl-7H-pyrrolo[2,3-d]-pyrimidine), C(#N)/C=C/C1(CC1)C#N (1-[(E)-2-cyanovinyl]cyclopropanecarbonitrile), C1CCC2=NCCCN2CC1 (DBU). Solvent: C(C)#N (ACN). Conditions: time 16 hour. The product is C(#N)CC(N1N=CC(=C1)C=1C2=C(N=CN1)N(C=C2)COCC[Si](C)(C)C)C2(CC2)C#N (1-{2-Cyano-1-[4-(7-[2-(trimethylsilyl)ethoxy]methyl-7H-pyrrolo[2,3-d]pyrimidin-4-yl)-1H-pyrazol-1-yl]ethyl}cyclopropanecarbonitrile). Yield: 59.5%. Reaction SMILES: [NH:1]1[CH:5]=[C:4]([C:6]2[C:7]3[CH:14]=[CH:13][N:12]([CH2:15][O:16][CH2:17][CH2:18][Si:19]([CH3:22])([CH3:21])[CH3:20])[C:8]=3[N:9]=[CH:10][N:11]=2)[CH:3]=[N:2]1.[C:23](/[CH:25]=[CH:26]/[C:27]1([C:30]#[N:31])[CH2:29][CH2:28]1)#[N:24].C1CCN2C(=NCCC2)CC1>C(#N)C>[C:23]([CH2:25][CH:26]([C:27]1([C:30]#[N:31])[CH2:29][CH2:28]1)[N:1]1[CH:5]=[C:4]([C:6]2[C:7]3[CH:14]=[CH:13][N:12]([CH2:15][O:16][CH2:17][CH2:18][Si:19]([CH3:22])([CH3:21])[CH3:20])[C:8]=3[N:9]=[CH:10][N:11]=2)[CH:3]=[N:2]1)#[N:24]. Reported procedure: To a solution of 4-(1H-pyrazol-4-yl)-7-[2-(trimethylsilyl)ethoxy]methyl-7H-pyrrolo[2,3-d]-pyrimidine (61.4 mg, 0.195 mmol) and 1-[(E)-2-cyanovinyl]cyclopropanecarbonitrile (23 mg, 0.19 mmol) in ACN (2 mL) was added DBU (58 μL, 0.39 mmol) and the resulting mixture was stirred for 16 hours. The ACN was evaporated, and the residue was dissolved in ethyl acetate. This solution was washed with 1.0 N HCl, water, and brine, and dried over sodium sulfate, and the solvent removed in vacuo. Flash column c...